Task: describe an organic reaction: reactants, conditions, products, and yield. Dataset: the Open Reaction Database (ORD), a public repository of structured organic reaction records Starting materials: O=C([O-])[O-], CCCC[N+](CCCC)(CCCC)CCCC, CC(C)=O, CCOC(C)=O, C#CC(C)(C)Cl, [I-], O=[N+]([O-])c1cc(O)ccc1I, [K+], [K+]. Yields the product C#CC(C)(C)Oc1ccc(I)c([N+](=O)[O-])c1. As a reaction SMILES: [C:18](=[O:19])([O-:20])[O-:21].[CH2:25]([N+:26]([CH2:27][CH2:28][CH2:29][CH3:30])([CH2:31][CH2:32][CH2:33][CH3:34])[CH2:35][CH2:36][CH2:37][CH3:38])[CH2:39][CH2:40][CH3:41].[CH3:42][C:43](=[O:44])[CH3:45].[CH3:46][CH2:47][O:48][C:49](=[O:50])[CH3:51].[Cl:1][C:2]([C:3]#[CH:4])([CH3:5])[CH3:6].[I-:24].[I:7][c:8]1[c:9]([N+:15](=[O:16])[O-:17])[cH:10][c:11]([OH:14])[cH:12][cH:13]1.[K+:22].[K+:23]>>[C:2]([C:3]#[CH:4])([CH3:5])([CH3:6])[O:14][c:11]1[cH:10][c:9]([N+:15](=[O:16])[O-:17])[c:8]([I:7])[cH:13][cH:12]1. Starting materials: COC1=CC=C(C(=O)N[C@@H](CN=[N+]=[N-])C2=CC=CC=C2)C=C1 ((R)-2-(4-methoxybenzoylamino)-2-phenylethyl azide), C(Cl)Cl (methylene chloride), C(C)(=O)OCC (ethyl acetate). Reagents/catalysts: [Pd] (palladium on carbon). Solvent: C1CCOC1 (THF), CO (methanol). Product: COC1=CC=C(C(=O)N[C@@H](CN)C2=CC=CC=C2)C=C1 ((R)-2-(4-Methoxybenzoylamino)-2-phenylethylamine). Yield: 83.8%. RXN SMILES: [CH3:1][O:2][C:3]1[CH:22]=[CH:21][C:6]([C:7]([NH:9][C@H:10]([C:15]2[CH:20]=[CH:19][CH:18]=[CH:17][CH:16]=2)[CH2:11][N:12]=[N+]=[N-])=[O:8])=[CH:5][CH:4]=1.C(Cl)Cl.C(OCC)(=O)C>[Pd].C1COCC1.CO>[CH3:1][O:2][C:3]1[CH:22]=[CH:21][C:6]([C:7]([NH:9][C@H:10]([C:15]2[CH:16]=[CH:17][CH:18]=[CH:19][CH:20]=2)[CH2:11][NH2:12])=[O:8])=[CH:5][CH:4]=1. Procedure: (R)-2-(4-methoxybenzoylamino)-2-phenylethyl azide (46.3 g) was combined with 10% palladium on carbon in THF (400 mL), methanol (100 mL) and was stirred under a hydrogen atmosphere. Analysis by TLC (70% methylene chloride, ethyl acetate) indicated absence of starting material after stirring overnight. The solution was filtered through diatomaceous earth, rinsed with THF, and evaporated. The resulting solid was recrystallized with ethyl acetate, and dried under vacuum at 60° C. for 1 h to afford 3... Run in CO (MeOH). Procedure: 10p (990 mg, 15.5 mmol), hydroxylamine hydrochloride (220 mg, 31.1 mmol), and potassium acetate (310 mg, 31.1 mmol) were dissolved in MeOH (1.5 mL) and stirred overnight at room temperature. The reaction was concentrated and purified by silica gel chromatography (30% EtOAc in hexanes) to give the desired product, 10q. Run at time 8 hour. The product is NC1=NC2=CC(=CC=C2C(=C1)C1=CC=CC=C1)SC=1C=C(C=CC1)C(CC)(CC)O (3-[3-(2-Amino-4-phenyl-quinolin-7-ylsulfanyl)-phenyl]-pentan-3-ol). The reactants are C(C1=CC=CC=C1)(C1=CC=CC=C1)=NC1=NC2=CC(=CC=C2C(=C1)C1=CC=CC=C1)SC=1C=C(C=CC1)C(CC)(CC)O (3-[3-[2-(Benzhydrylidene-amino)-4-phenyl-quinolin-7-ylsulfanyl]-phenyl]-pentan-3-ol), Cl.NO (hydroxylamine hydrochloride), C(C)(=O)[O-].[K+] (potassium acetate). Reaction SMILES: C(=[N:14][C:15]1[CH:24]=[C:23]([C:25]2[CH:30]=[CH:29][CH:28]=[CH:27][CH:26]=2)[C:22]2[C:17](=[CH:18][C:19]([S:31][C:32]3[CH:33]=[C:34]([C:38]([OH:43])([CH2:41][CH3:42])[CH2:39][CH3:40])[CH:35]=[CH:36][CH:37]=3)=[CH:20][CH:21]=2)[N:16]=1)(C1C=CC=CC=1)C1C=CC=CC=1.Cl.NO.C([O-])(=O)C.[K+]>CO>[NH2:14][C:15]1[CH:24]=[C:23]([C:25]2[CH:26]=[CH:27][CH:28]=[CH:29][CH:30]=2)[C:22]2[C:17](=[CH:18][C:19]([S:31][C:32]3[CH:33]=[C:34]([C:38]([OH:43])([CH2:41][CH3:42])[CH2:39][CH3:40])[CH:35]=[CH:36][CH:37]=3)=[CH:20][CH:21]=2)[N:16]=1 |f:1.2,3.4|. The reactants are ClCC(=O)C=1C=C2CC(NC2=CC1)=O (5-chloroacetyl-3H-indol-2-one), Cl.O(C1=CC=CC=C1)C1CCNCC1 (4-phenoxypiperidine hydrochloride), C(C)O (ethanol), [BH4-].[K+] (potassium borohydride). The solvent is O (water), O (water). Conditions: time 15 minute. Yields the product OC(CN1CCC(CC1)OC1=CC=CC=C1)C=1C=C2CC(NC2=CC1)=O ((±)5-[1-Hydroxy-2-(4-phenoxy-1-piperidyl)ethyl]-3H-indol-2-one). RXN SMILES: Cl[CH2:2][C:3]([C:5]1[CH:6]=[C:7]2[C:11](=[CH:12][CH:13]=1)[NH:10][C:9](=[O:14])[CH2:8]2)=[O:4].Cl.[O:16]([CH:23]1[CH2:28][CH2:27][NH:26][CH2:25][CH2:24]1)[C:17]1[CH:22]=[CH:21][CH:20]=[CH:19][CH:18]=1.C(O)C.[BH4-].[K+]>O>[OH:4][CH:3]([C:5]1[CH:6]=[C:7]2[C:11](=[CH:12][CH:13]=1)[NH:10][C:9](=[O:14])[CH2:8]2)[CH2:2][N:26]1[CH2:27][CH2:28][CH:23]([O:16][C:17]2[CH:22]=[CH:21][CH:20]=[CH:19][CH:18]=2)[CH2:24][CH2:25]1 |f:1.2,4.5|. Procedure: A mixture of 4.19 g (20 mmoles) 5-chloroacetyl-3H-indol-2-one 4 g dry sodium carbonate, 4.27 g (20 mmoles) 4-phenoxypiperidine hydrochloride and 100 ml ethanol is heated under reflux fo 1 h 15 min under an argon atmosphere. The mixture is left to cool, 10 ml water, then 8 g potassium borohydride are added and stirring is continued for 2 h 30 min at ambient temperature. A further 200 ml water are added, the mixture is stirred for 30 min and filtered, and the solid is washed with water and dried. ... Starting materials: COc1ccc(C(C)N2CCCC2c2ccnc(Br)c2)cc1, c1ccc2c(c1)CCN2, CCOC(C)=O, CC(C)(C)[O-], Cc1ccccc1, c1ccc(-c2ccccc2P(C2CCCCC2)C2CCCCC2)cc1, [K+], O=C(C=Cc1ccccc1)C=Cc1ccccc1, O=C(C=Cc1ccccc1)C=Cc1ccccc1, O=C(C=Cc1ccccc1)C=Cc1ccccc1, O, [Pd], [Pd]. The product is COc1ccc(C(C)N2CCCC2c2ccnc(N3CCc4ccccc43)c2)cc1. Reaction SMILES: [Br:1][c:2]1[n:3][cH:4][cH:5][c:6]([CH:8]2[N:9]([CH:13]([CH3:14])[c:15]3[cH:16][cH:17][c:18]([O:21][CH3:22])[cH:19][cH:20]3)[CH2:10][CH2:11][CH2:12]2)[cH:7]1.[CH2:23]1[CH2:24][c:25]2[cH:26][cH:27][cH:28][cH:29][c:30]2[NH:31]1.[CH3:126][CH2:127][O:128][C:129]([CH3:130])=[O:131].[CH3:57][C:58]([CH3:59])([O-:60])[CH3:61].[CH3:63][c:64]1[cH:65][cH:66][cH:67][cH:68][cH:69]1.[CH:32]1([P:33]([CH:34]2[CH2:35][CH2:36][CH2:37][CH2:38][CH2:39]2)[c:40]2[cH:41][cH:42][cH:43][cH:44][c:45]2-[c:46]2[cH:47][cH:48][cH:49][cH:50][cH:51]2)[CH2:52][CH2:53][CH2:54][CH2:55][CH2:56]1.[K+:62].[O:108]=[C:109]([CH:110]=[CH:111][c:112]1[cH:113][cH:114][cH:115][cH:116][cH:117]1)[CH:118]=[CH:119][c:120]1[cH:121][cH:122][cH:123][cH:124][cH:125]1.[O:72]=[C:73]([CH:74]=[CH:75][c:76]1[cH:77][cH:78][cH:79][cH:80][cH:81]1)[CH:82]=[CH:83][c:84]1[cH:85][cH:86][cH:87][cH:88][cH:89]1.[O:90]=[C:91]([CH:92]=[CH:93][c:94]1[cH:95][cH:96][cH:97][cH:98][cH:99]1)[CH:100]=[CH:101][c:102]1[cH:103][cH:104][cH:105][cH:106][cH:107]1.[OH2:132].[Pd:70].[Pd:71]>>[c:2]1([N:31]2[CH2:23][CH2:24][c:25]3[cH:26][cH:27][cH:28][cH:29][c:30]32)[n:3][cH:4][cH:5][c:6]([CH:8]2[N:9]([CH:13]([CH3:14])[c:15]3[cH:16][cH:17][c:18]([O:21][CH3:22])[cH:19][cH:20]3)[CH2:10][CH2:11][CH2:12]2)[cH:7]1. Reactants: NC1=C(C=C(C(=O)N2CCN(CC2)CC=2C=C(C(=O)NC(C)(C)C)C=CC2)C=C1)F (3-((4-(4-Amino-3-fluorobenzoyl)piperazin-1-yl)methyl)-N-tert-butylbenzamide), FC1=C(C=CC=C1)N=C=O (2-fluorophenylisocyanate). The solvent is ClCCl (dichloromethane). Product: C(C)(C)(C)NC(C1=CC(=CC=C1)CN1CCN(CC1)C(C1=CC(=C(C=C1)NC(=O)NC1=C(C=CC=C1)F)F)=O)=O (N-tert-Butyl-3-((4-(3-fluoro-4-(3-(2-fluorophenyl)ureido)benzoyl)piperazin-1-yl)methyl)benzamide). Yield: 9.0%. As a reaction SMILES: [NH2:1][C:2]1[CH:29]=[CH:28][C:5]([C:6]([N:8]2[CH2:13][CH2:12][N:11]([CH2:14][C:15]3[CH:16]=[C:17]([CH:25]=[CH:26][CH:27]=3)[C:18]([NH:20][C:21]([CH3:24])([CH3:23])[CH3:22])=[O:19])[CH2:10][CH2:9]2)=[O:7])=[CH:4][C:3]=1[F:30].[F:31][C:32]1[CH:37]=[CH:36][CH:35]=[CH:34][C:33]=1[N:38]=[C:39]=[O:40]>ClCCl>[C:21]([NH:20][C:18](=[O:19])[C:17]1[CH:25]=[CH:26][CH:27]=[C:15]([CH2:14][N:11]2[CH2:12][CH2:13][N:8]([C:6](=[O:7])[C:5]3[CH:28]=[CH:29][C:2]([NH:1][C:39]([NH:38][C:33]4[CH:34]=[CH:35][CH:36]=[CH:37][C:32]=4[F:31])=[O:40])=[C:3]([F:30])[CH:4]=3)[CH2:9][CH2:10]2)[CH:16]=1)([CH3:24])([CH3:23])[CH3:22]. Reported procedure: 3-((4-(4-Amino-3-fluorobenzoyl)piperazin-1-yl)methyl)-N-tert-butylbenzamide (100 mg, 0.242 mmol) and 2-fluorophenylisocyanate (37 mg, 0.267 mmol) were combined and heated in dichloromethane at 100° C. in the microwave for 10 minutes. The solvent was removed under reduced pressure and the residue purified by acidic reverse phase HPLC to afford the title compound (12 mg).